Task: describe an organic reaction: reactants, conditions, products, and yield. Dataset: the Open Reaction Database (ORD), a public repository of structured organic reaction records Starting materials: Cl.CN(C1(CC=C(CC1)C=1NC2=CC=CC=C2C1C1CC1)CC1=CC=CC=C1)C ((±)-2-(4-(Dimethylamino)-4-benzylcyclohex-1-enyl)-3-cyclopropyl-1H-indole hydrochloride). Reagents/catalysts: [Pd] (palladium on charcoal). Run in CO (methanol). Reaction conditions: time 5 hour. Product: C(C1=CC=CC=C1)C1(CCC(CC1)C=1NC2=CC=CC=C2C1C1CC1)N(C)C (1-Benzyl-4-(3-cyclopropyl-1H-indol-2-yl)-N,N-dimethylcyclohexanamin). Yield: 50.0%. As a reaction SMILES: Cl.[CH3:2][N:3]([CH3:29])[C:4]1([CH2:22][C:23]2[CH:28]=[CH:27][CH:26]=[CH:25][CH:24]=2)[CH2:9][CH2:8][C:7]([C:10]2[NH:11][C:12]3[C:17]([C:18]=2[CH:19]2[CH2:21][CH2:20]2)=[CH:16][CH:15]=[CH:14][CH:13]=3)=[CH:6][CH2:5]1>CO.[Pd]>[CH2:22]([C:4]1([N:3]([CH3:2])[CH3:29])[CH2:5][CH2:6][CH:7]([C:10]2[NH:11][C:12]3[C:17]([C:18]=2[CH:19]2[CH2:21][CH2:20]2)=[CH:16][CH:15]=[CH:14][CH:13]=3)[CH2:8][CH2:9]1)[C:23]1[CH:24]=[CH:25][CH:26]=[CH:27][CH:28]=1 |f:0.1|. Procedure: The free base from Example 33 (210 mg, 0.567 mmol) was dissolved in methanol (35 ml), and palladium on charcoal (5 per cent strength; 90 mg) was added. The reaction mixture was hydrogenated under 3 bar for 5 h. The catalyst was separated off over Celite and the filtrate was concentrated. The solid residue (185 mg) was separated by chromatography [silica gel 60 (40 g); ethyl acetate/methanol 10:1 (250 ml), ethyl acetate/methanol 4:1 (250 ml)]. 1-Benzyl-4-(3-cyclopropyl-1H-indol-2-yl)-N,N-dimethyl... The reactants are O=C1NC(=O)c2ccccc21, CN(C)C=O, ClCC1COc2ccccc2O1, [K]. Product: NCC1COc2ccccc2O1. Reaction SMILES: [C:14]1(=[O:15])[NH:18][C:16](=[O:17])[c:19]2[cH:20][cH:21][cH:22][cH:23][c:24]21.[CH3:25][N:26]([CH3:27])[CH:28]=[O:29].[Cl:1][CH2:2][CH:3]1[CH2:4][O:5][c:6]2[c:7]([cH:9][cH:10][cH:11][cH:12]2)[O:8]1.[K:13]>>[CH2:2]([CH:3]1[CH2:4][O:5][c:6]2[c:7]([cH:9][cH:10][cH:11][cH:12]2)[O:8]1)[NH2:18]. The reactants are CS(=O)(=O)O, CO, O=C(c1ccncc1)c1cc(O)c(O)c([N+](=O)[O-])c1. Product: CS(=O)(=O)O, O=C(c1ccncc1)c1cc(O)c(O)c([N+](=O)[O-])c1. RXN SMILES: [CH3:20][S:21]([OH:22])(=[O:23])=[O:24].[CH3:25][OH:26].[n:1]1[cH:2][cH:3][c:4]([C:7](=[O:8])[c:9]2[cH:10][c:11]([OH:19])[c:12]([OH:18])[c:13]([N+:15](=[O:16])[O-:17])[cH:14]2)[cH:5][cH:6]1>>[CH3:20][S:21](=[O:22])(=[O:23])[OH:24].[n:1]1[cH:2][cH:3][c:4]([C:7](=[O:8])[c:9]2[cH:10][c:11]([OH:19])[c:12]([OH:18])[c:13]([N+:15](=[O:16])[O-:17])[cH:14]2)[cH:5][cH:6]1. Starting materials: COC1=CC=C(C=N1)C=1NC(=NN1)C1CCN(CC1)CC1=CC=C(C=C1)C1=NC=2C=CNC(C2C=C1C1=CC=CC=C1)=O (2-[4-({4-[5-(6-methoxypyridin-3-yl)-4H-1,2,4-triazol-3-yl]piperidin-1-yl}methyl)phenyl]-3-phenyl-1,6-naphthyridin-5(6H)-one), C(=O)(C(F)(F)F)O (TFA). Solvent: CO (MeOH). Product: FC(C(=O)O)(F)F.COC1=CC=C(C=N1)C=1NC(=NN1)C1CCN(CC1)CC1=CC=C(C=C1)C1=NC=2C=CNC(C2C=C1C1=CC=CC=C1)=O (2-[4-({4-[5-(6-methoxypyridin-3-yl)-4H-1,2,4-triazol-3-yl]piperidin-1-yl}methyl)phenyl]-3-phenyl-1,6-naphthyridin-5(6H)-one trifluoroacetate). RXN SMILES: [CH3:1][O:2][C:3]1[N:8]=[CH:7][C:6]([C:9]2[NH:10][C:11]([CH:14]3[CH2:19][CH2:18][N:17]([CH2:20][C:21]4[CH:26]=[CH:25][C:24]([C:27]5[C:36]([C:37]6[CH:42]=[CH:41][CH:40]=[CH:39][CH:38]=6)=[CH:35][C:34]6[C:33](=[O:43])[NH:32][CH:31]=[CH:30][C:29]=6[N:28]=5)=[CH:23][CH:22]=4)[CH2:16][CH2:15]3)=[N:12][N:13]=2)=[CH:5][CH:4]=1.[C:44]([OH:50])([C:46]([F:49])([F:48])[F:47])=[O:45]>CO>[F:47][C:46]([F:49])([F:48])[C:44]([OH:50])=[O:45].[CH3:1][O:2][C:3]1[N:8]=[CH:7][C:6]([C:9]2[NH:10][C:11]([CH:14]3[CH2:19][CH2:18][N:17]([CH2:20][C:21]4[CH:22]=[CH:23][C:24]([C:27]5[C:36]([C:37]6[CH:38]=[CH:39][CH:40]=[CH:41][CH:42]=6)=[CH:35][C:34]6[C:33](=[O:43])[NH:32][CH:31]=[CH:30][C:29]=6[N:28]=5)=[CH:25][CH:26]=4)[CH2:16][CH2:15]3)=[N:12][N:13]=2)=[CH:5][CH:4]=1 |f:3.4|. Procedure: 2-[4-({4-[5-(6-methoxypyridin-3-yl)-4H-1,2,4-triazol-3-yl]piperidin-1-yl}methyl)phenyl]-3-phenyl-1,6-naphthyridin-5(6H)-one (300 mg, 0.53 mmol) was dissolved in MeOH and TFA (40 μL, 0.53 mmol) was added. The solvent was evaporated under reduced pressure and the yellow residue was dried under high vacuum for 16 h to give 2-[4-({4-[5-(6-methoxypyridin-3-yl)-4H-1,2,4-triazol-3-yl]piperidin-1-yl}methyl)phenyl]-3-phenyl-1,6-naphthyridin-5(6H)-one trifluoroacetate. Starting materials: COC(CON1C(C2=CC=CC=C2C1=O)=O)=O ((1,3-dioxo-1,3-dihydro-isoindol-2-yloxy)-acetic acid methyl ester), C(C)(C)N (isopropylamine), amine. The product is NOCC(=O)NC(C)C (2-aminooxy-N-isopropyl-acetamide). Reaction SMILES: C[O:2][C:3](=O)[CH2:4][O:5][N:6]1C(=O)C2C(=CC=CC=2)C1=O.[CH:18]([NH2:21])([CH3:20])[CH3:19]>>[NH2:6][O:5][CH2:4][C:3]([NH:21][CH:18]([CH3:20])[CH3:19])=[O:2]. Procedure details: Using (1,3-dioxo-1,3-dihydro-isoindol-2-yloxy)-acetic acid methyl ester obtained in Step A of Example 19 and isopropylamine as an amine, synthesis was performed according to the procedure described in Step A of Example 20 to give 2-aminooxy-N-isopropyl-acetamide.